Dataset: the Open Reaction Database (ORD), a public repository of structured organic reaction records. Task: describe an organic reaction: reactants, conditions, products, and yield The reactants are ClC=1C2=C(N=C(N1)N1CCOCC1)N(CC2)C2=CC=NC=C2 (4-chloro-2-morpholin-4-yl-7-pyridin-4-yl-6,7-dihydro-5H-pyrrolo[2,3-d]pyrimidine), COC=1C=CC=C(C1C=2C=CC=CC2P(C3CCCCC3)C4CCCCC4)OC (S-Phos), P(=O)([O-])([O-])[O-].[K+].[K+].[K+] (potassium phosphate), O.NC=1C=C(C=CC1)B(O)O (3-aminophenylboronic acid hydrate). Reagents/catalysts: C(C)(=O)[O-].[Pd+2].C(C)(=O)[O-] (Palladium acetate). Run in CN(C=O)C (dimethylformamide), O (water). Conditions: temperature 110 celsius, time 10 hour. The product is N1(CCOCC1)C=1N=C(C2=C(N1)N(CC2)C2=CC=NC=C2)C=2C=C(C=CC2)N (3-(2-Morpholin-4-yl-7-pyridin-4-yl-6,7-dihydro-5H-pyrrolo[2,3-d]pyrimidin-4-yl)-phenylamine). Yield: 41.0%. As a reaction SMILES: COC1C=CC=C(OC)C=1C1C=CC=CC=1P(C1CCCCC1)C1CCCCC1.P([O-])([O-])([O-])=O.[K+].[K+].[K+].O.[NH2:39][C:40]1[CH:41]=[C:42](B(O)O)[CH:43]=[CH:44][CH:45]=1.Cl[C:50]1[C:51]2[CH2:64][CH2:63][N:62]([C:65]3[CH:70]=[CH:69][N:68]=[CH:67][CH:66]=3)[C:52]=2[N:53]=[C:54]([N:56]2[CH2:61][CH2:60][O:59][CH2:58][CH2:57]2)[N:55]=1>C([O-])(=O)C.[Pd+2].C([O-])(=O)C.O.CN(C)C=O>[N:56]1([C:54]2[N:55]=[C:50]([C:42]3[CH:41]=[C:40]([NH2:39])[CH:45]=[CH:44][CH:43]=3)[C:51]3[CH2:64][CH2:63][N:62]([C:65]4[CH:66]=[CH:67][N:68]=[CH:69][CH:70]=4)[C:52]=3[N:53]=2)[CH2:61][CH2:60][O:59][CH2:58][CH2:57]1 |f:1.2.3.4,5.6,8.9.10|. Procedure details: Palladium acetate (9 mg, 10 mol %), S-Phos (33 mg, 20 mol %), potassium phosphate (340 mg, 4 equivalents) and 3-aminophenylboronic acid hydrate (189 mg, 3 equivalents) were weighed in a two-neck flask equipped with Dimroth condenser, and heated with a drier under reduced pressure, followed by several repetitive argon substitution. A dimethylformamide solution (4 ml) of 4-chloro-2-morpholin-4-yl-7-pyridin-4-yl-6,7-dihydro-5H-pyrrolo[2,3-d]pyrimidine was added with a syringe, followed by stirring ... Starting materials: CCCC1(CCO[Si](C)(C)C(C)(C)C)OCCc2c1[nH]c1c(F)ccc(C(=O)O)c21, C1COCCN1, CCN=C=NCCCN(C)C, CCN(C(C)C)C(C)C, CN(C)C=O, O, On1nnc2ccccc21. Yields the product CCCC1(CCO[Si](C)(C)C(C)(C)C)OCCc2c1[nH]c1c(F)ccc(C(=O)N3CCOCC3)c21. As a reaction SMILES: [C:1]([CH3:2])([CH3:3])([CH3:4])[Si:5]([O:6][CH2:7][CH2:8][C:9]1([CH2:26][CH2:27][CH3:28])[O:10][CH2:11][CH2:12][c:13]2[c:14]1[nH:15][c:16]1[c:17]([F:25])[cH:18][cH:19][c:20]([C:22](=[O:23])[OH:24])[c:21]21)([CH3:29])[CH3:30].[CH2:61]1[CH2:62][O:63][CH2:64][CH2:65][NH:66]1.[CH3:31][CH2:32][N:33]=[C:34]=[N:35][CH2:36][CH2:37][CH2:38][N:39]([CH3:40])[CH3:41].[CH:52]([N:53]([CH:54]([CH3:55])[CH3:56])[CH2:57][CH3:58])([CH3:59])[CH3:60].[O:67]=[CH:68][N:69]([CH3:70])[CH3:71].[OH2:72].[OH:42][n:43]1[c:44]2[c:45]([cH:46][cH:47][cH:48][cH:49]2)[n:50][n:51]1>>[C:1]([CH3:2])([CH3:3])([CH3:4])[Si:5]([O:6][CH2:7][CH2:8][C:9]1([CH2:26][CH2:27][CH3:28])[O:10][CH2:11][CH2:12][c:13]2[c:14]1[nH:15][c:16]1[c:17]([F:25])[cH:18][cH:19][c:20]([C:22](=[O:24])[N:66]3[CH2:61][CH2:62][O:63][CH2:64][CH2:65]3)[c:21]21)([CH3:29])[CH3:30]. The reactants are COC1=NC2=CC=CC=C2C=C1NC(OC1=CC=CC=C1)=O (Phenyl N-(2-methoxyquinolin-3-yl)carbamate), OC=1C=C(C=CC1)N1CCNCC1 (1-(3-hydroxyphenyl)piperazine). Product: COC1=NC2=CC=CC=C2C=C1NC(=O)N1CCN(CC1)C1=CC(=CC=C1)O (1-[(2-Methoxyquinolin-3-yl)aminocarbonyl]-4-(3-hydroxyphenyl)piperazine). Isolated yield 75.0%. As a reaction SMILES: [CH3:1][O:2][C:3]1[C:12]([NH:13][C:14](=[O:22])OC2C=CC=CC=2)=[CH:11][C:10]2[C:5](=[CH:6][CH:7]=[CH:8][CH:9]=2)[N:4]=1.[OH:23][C:24]1[CH:25]=[C:26]([N:30]2[CH2:35][CH2:34][NH:33][CH2:32][CH2:31]2)[CH:27]=[CH:28][CH:29]=1>>[CH3:1][O:2][C:3]1[C:12]([NH:13][C:14]([N:33]2[CH2:32][CH2:31][N:30]([C:26]3[CH:27]=[CH:28][CH:29]=[C:24]([OH:23])[CH:25]=3)[CH2:35][CH2:34]2)=[O:22])=[CH:11][C:10]2[C:5](=[CH:6][CH:7]=[CH:8][CH:9]=2)[N:4]=1. Reported procedure: Phenyl N-(2-methoxyquinolin-3-yl)carbamate and 1-(3-hydroxyphenyl)piperazine were reacted by the same way with the example 81 to obtain the titled compound. The reactants are C1(=CC=CC=C1)C1C(CCCC1)=O (2-phenylcyclohexanone), C[Si](C)(C)[N-][Si](C)(C)C.[Na+] (sodium bis(trimethylsilyl)amide), C(C)(=O)OCC=C (allyl acetate). Reagents/catalysts: [CH2-]C=C.[CH2-]C=C.Cl[Pd+].Cl[Pd+] (allylpalladium chloride dimer), C1(=CC=CC=C1)P(C1=CC=CC=C1)C1=CC=CC=C1 (triphenylphosphine). Run in COCCOC (DME), COCCOC (DME). Run at time 20 minute. Yields the product C(C=C)C1(C(CCCC1)=O)C1=CC=CC=C1 (2-allyl-2-phenylcyclohexanone). Isolated yield 91.0%. As a reaction SMILES: [C:1]1([CH:7]2[CH2:12][CH2:11][CH2:10][CH2:9][C:8]2=[O:13])[CH:6]=[CH:5][CH:4]=[CH:3][CH:2]=1.C[Si]([N-][Si](C)(C)C)(C)C.[Na+].C(O[CH2:28][CH:29]=[CH2:30])(=O)C>COCCOC.[CH2-]C=C.[CH2-]C=C.Cl[Pd+].Cl[Pd+].C1(P(C2C=CC=CC=2)C2C=CC=CC=2)C=CC=CC=1>[CH2:30]([C:7]1([C:1]2[CH:6]=[CH:5][CH:4]=[CH:3][CH:2]=2)[CH2:12][CH2:11][CH2:10][CH2:9][C:8]1=[O:13])[CH:29]=[CH2:28] |f:1.2,5.6.7.8|. Procedure: To a solution of 2-phenylcyclohexanone (2 g, 11.48 mmol) in 50 ml of anhydrous DME in an ice bath was added 1M sodium bis(trimethylsilyl)amide (12.63 mL, 12.63 mmol) dropwise and the solution was stirred at the same temp for 20 minutes. In a separated flask allylpalladium chloride dimer (0.104 g, 0.287 mmol) was dissolved in 10 ml of anhydrous DME, and triphenylphosphine (0.151 g, 0.574 mmol) was added to the solution. It was stirred for 20 minutes at room temp and then allyl acetate (1.300 mL, ... RXN SMILES: [Cl:31][CH2:32][Cl:33].[N+:1]([c:2]1[cH:3][cH:4][c:5]([O:10][C:11](=[O:6])[CH:12]([CH3:13])[NH:14][C:15](=[O:16])[O:17][C:18]([CH3:19])([CH3:20])[CH3:21])[cH:7][cH:8]1)([O-:9])=[O:22].[NH2:23][CH2:24][c:25]1[cH:26][cH:27][cH:28][cH:29][cH:30]1>>[O:10]=[C:11]([CH:12]([CH3:13])[NH:14][C:15](=[O:16])[O:17][C:18]([CH3:19])([CH3:20])[CH3:21])[NH:23][CH2:24][c:25]1[cH:26][cH:27][cH:28][cH:29][cH:30]1. Starting materials: ClCCl, CC(NC(=O)OC(C)(C)C)C(=O)Oc1ccc([N+](=O)[O-])cc1, NCc1ccccc1. The product is CC(NC(=O)OC(C)(C)C)C(=O)NCc1ccccc1. Reactants: CCOCC (ether), ClC1=C(OC=2C=C(C=CC2)CC(=O)O)C=CC(=C1)C(F)(F)F (3-(2'-chloro-4'-trifluoromethylphenoxy)phenylacetic acid), COCC(C)O (1-methoxy-2-propanol), C1(=CC=C(C=C1)S(=O)(=O)O)C (p-toluene sulfonic acid). Solvent: C1=CC=CC=C1 (benzene). Yields the product ClC1=C(OC=2C=C(C=CC2)CC(=O)OC(COC)C)C=CC(=C1)C(F)(F)F (1-methyl-2-methoxyethyl 3-(2'-chloro-4'-trifluoromethylphenoxy)phenylacetate). Isolated yield 97.0%. RXN SMILES: [Cl:1][C:2]1[CH:18]=[C:17]([C:19]([F:22])([F:21])[F:20])[CH:16]=[CH:15][C:3]=1[O:4][C:5]1[CH:6]=[C:7]([CH2:11][C:12]([OH:14])=[O:13])[CH:8]=[CH:9][CH:10]=1.[CH3:23][O:24][CH2:25][CH:26](O)[CH3:27].C1(C)C=CC(S(O)(=O)=O)=CC=1.CCOCC>C1C=CC=CC=1>[Cl:1][C:2]1[CH:18]=[C:17]([C:19]([F:21])([F:20])[F:22])[CH:16]=[CH:15][C:3]=1[O:4][C:5]1[CH:6]=[C:7]([CH2:11][C:12]([O:14][CH:26]([CH3:27])[CH2:25][O:24][CH3:23])=[O:13])[CH:8]=[CH:9][CH:10]=1. Procedure details: 3.3 g of 3-(2'-chloro-4'-trifluoromethylphenoxy)phenylacetic acid and 1.8 g of 1-methoxy-2-propanol were dissolved in 50 ml of benzene, followed by addition of 0.5 g of p-toluene sulfonic acid. Then, the mixture was heated under reflux for 6 hours. After completion of the reation, 50 ml of ether was added to the reaction mixture. The resulting mixture was washed with water by the customary method and dehydrated with anhydrous sodium sulfate, and the solvent was distilled off under reduced pressu... The reactants are Br (HBr), CN(CCCCCCCC)C (dimethyloctylamine), amine. Solvent: O (water). Yields the product Br.CN(CCCCCCCC)C (N,N-dimethyl-N-octylamine hydrobromide). As a reaction SMILES: [BrH:1].[CH3:2][N:3]([CH3:12])[CH2:4][CH2:5][CH2:6][CH2:7][CH2:8][CH2:9][CH2:10][CH3:11]>O>[BrH:1].[CH3:2][N:3]([CH3:12])[CH2:4][CH2:5][CH2:6][CH2:7][CH2:8][CH2:9][CH2:10][CH3:11] |f:3.4|. Reported procedure: Into a 250 ml 3-necked flask equipped with a magnetic stirrer was placed 13.49 g of 48% HBr (0.08 moles) and 60 ml of water. The solution was cooled in an ice bath and dimethyloctylamine (12.58g, 0.08 moles) added dropwise. After the last of the amine had been added (total addition time ca. 30 min) the solution was tested with litmus to assure that it was neutral or acidic, and the water then removed in vacuo. The residue was recrystalized from ethyl acetate and dried under vacuum to give the pr... The product is FC1(C(OC2C1(CCCC2)O)(O)C(F)(F)F)F (3,3-difluoro-2-trifluoromethyl-2,3,3a,4,5,6,7,7a-octahydrobenzofuran-2,3a-diol). Isolated yield 63.0%. Reported procedure: In a nitrogen atmosphere at −5° C., 1000 ml of 2.6M n-butyllithium in hexane was added to a mixture of 224 g of 1,1,1,3,3,3-hexafluoro-2-propanol and 1000 g of tetrahydrofuran, followed by one hour of stirring at 5° C. Then 164 g of 2-chlorocyclohexanone was added at 5° C. The mixture was stirred for 10 hours, after which dilute hydrochloric acid was added to quench the reaction and neutralize the reaction mixture. Then 1200 g of a 10% aqueous solution of sodium hydroxide was added to the reacti... Solvent: CCCCCC (hexane), O1CCCC1 (tetrahydrofuran). As a reaction SMILES: C([Li])CCC.[F:6][C:7]([F:15])([F:14])[CH:8]([OH:13])[C:9](F)([F:11])[F:10].Cl[CH:17]1[CH2:22][CH2:21][CH2:20][CH2:19][C:18]1=[O:23].Cl.[OH-:25].[Na+]>CCCCCC.O1CCCC1>[F:10][C:9]1([F:11])[C:18]2([OH:23])[CH2:19][CH2:20][CH2:21][CH2:22][CH:17]2[O:13][C:8]1([C:7]([F:15])([F:14])[F:6])[OH:25] |f:4.5|. Conditions: temperature 5 celsius, time 1 hour. Reactants: aqueous solution, [OH-].[Na+] (sodium hydroxide), Cl (hydrochloric acid), C(CCC)[Li] (n-butyllithium), FC(C(C(F)(F)F)O)(F)F (1,1,1,3,3,3-hexafluoro-2-propanol), ClC1C(CCCC1)=O (2-chlorocyclohexanone). The reactants are COCC1N(CCCC1)C1=NC(=NC=N1)NC=1C=C(C=CC1)CS(=O)(=O)N (rac-3-[(4-(2-Methoxymethylpiperidin-1-yl)-1,3,5-triazin-2-yl)amino]-benzenemethanesulfonamide), ClC1=NC(=NC=N1)NC=1C=C(C=CC1)CS(=O)(=O)N (3-[(4-Chloro-1,3,5-triazin-2-yl)amino]benzenemethanesulfonamide), C1(=CC=CC=C1)NC[C@@H]1NCCC1 ((R)-2-(phenylamino-methyl)pyrrolidine). Yields the product C1(=CC=CC=C1)NC[C@@H]1N(CCC1)C1=NC(=NC=N1)NC=1C=C(C=CC1)CS(=O)(=O)N ((R)-3-[(4-(2-(Phenylamino-methyl)pyrrolidin-1-yl)-1,3,5-triazin-2-yl)amino]benzenemethanesulfonamide). RXN SMILES: COCC1CCCCN1C1N=CN=C(NC2C=C(CS(N)(=O)=O)C=CC=2)N=1.Cl[C:29]1[N:34]=[CH:33][N:32]=[C:31]([NH:35][C:36]2[CH:37]=[C:38]([CH2:42][S:43]([NH2:46])(=[O:45])=[O:44])[CH:39]=[CH:40][CH:41]=2)[N:30]=1.[C:47]1([NH:53][CH2:54][C@H:55]2[CH2:59][CH2:58][CH2:57][NH:56]2)[CH:52]=[CH:51][CH:50]=[CH:49][CH:48]=1>>[C:47]1([NH:53][CH2:54][C@H:55]2[CH2:59][CH2:58][CH2:57][N:56]2[C:29]2[N:34]=[CH:33][N:32]=[C:31]([NH:35][C:36]3[CH:37]=[C:38]([CH2:42][S:43]([NH2:46])(=[O:45])=[O:44])[CH:39]=[CH:40][CH:41]=3)[N:30]=2)[CH:48]=[CH:49][CH:50]=[CH:51][CH:52]=1. Procedure details: B29 was prepared following the procedure reported for B4 using A1 and (R)-2-(phenylamino-methyl)pyrrolidine. It was obtained as a white crystalline solid; yield: 245 mg (62%). MS (ES) C21H25N7O2S requires: 439. found: 440 (M+H)+.